This data is from the Open Reaction Database (ORD), a public repository of structured organic reaction records. The task is: describe an organic reaction: reactants, conditions, products, and yield Reactants: amidine, CN(C)C=O (DMF), COC(=O)C=1SC(=C(C1)S(=O)(=O)C1=CC(=CC(=C1)OC(C)(C)C)Br)SC (4-(3-Bromo-5-tert-butoxy-benzenesulfonyl)-5-methylsulfanyl-thiophene-2-carboxylic acid methyl ester), amidine, C(C)(C)(C)OC(C)(C)C (tert-butyl ether), C(=O)(OC(C)(C)C)OC(=O)OC(C)(C)C (di-tert-butyl dicarbonate), C(C)(C)N(CC)C(C)C (diisopropylethylamine), C(CC(O)(C(=O)O)CC(=O)O)(=O)O (citric acid). Reagents/catalysts: CN(C)C=1C=CN=CC1 (DMAP). Run in CCOC(=O)C (EtOAc). Reaction conditions: time 16 hour. Yields the product C(C)(C)(C)OC(NC(=N)C=1SC(=C(C1)S(=O)(=O)C1=CC(=CC(=C1)O)Br)SC)=O ({[4-(3-Bromo-5-hydroxy-benzenesulfonyl)-5-methylsulfanyl-thiophen-2-yl]-imino-methyl}-carbamic acid tert-butyl ester). RXN SMILES: CO[C:3]([C:5]1[S:6][C:7]([S:25][CH3:26])=[C:8]([S:10]([C:13]2[CH:18]=[C:17]([O:19]C(C)(C)C)[CH:16]=[C:15]([Br:24])[CH:14]=2)(=[O:12])=[O:11])[CH:9]=1)=O.C(OC(C)(C)C)(C)(C)C.C(OC(OC(C)(C)C)=O)(OC(C)(C)C)=O.C([N:54](C(C)C)CC)(C)C.C(O)(=O)[CH2:61][C:62]([CH2:67]C(O)=O)([C:64](O)=O)[OH:63].C[N:74]([CH:76]=[O:77])C>CN(C1C=CN=CC=1)C.CCOC(C)=O>[C:62]([O:63][C:76](=[O:77])[NH:74][C:3]([C:5]1[S:6][C:7]([S:25][CH3:26])=[C:8]([S:10]([C:13]2[CH:18]=[C:17]([OH:19])[CH:16]=[C:15]([Br:24])[CH:14]=2)(=[O:11])=[O:12])[CH:9]=1)=[NH:54])([CH3:61])([CH3:64])[CH3:67]. Reported procedure: Following the procedure and workup in Example 14: step f, the 4-(3-bromo-5-tert-butoxy-benzenesulfonyl)-5-methylsulfanyl-thiophene-2-carboxylic acid methyl ester ((Example 12: step c) 1.48 g, 3.1 mmol) was converted to the amidine (40 mL of dimethylaluminum amide reagent) with concomitant removal of the tert-butyl ether. A portion of the crude amidine (800 mg) was dissolved in DMF and di-tert-butyl dicarbonate (436 mg, 2 mmol), diisopropylethylamine (350 μL, 2 mmol), and DMAP (50 mg) were added.... Starting materials: Cl.N(N)C1=CC=C(C(=O)OCC)C=C1 (ethyl 4-hydrazinobenzoate hydrochloride), C(CCCCC)=O (hexanal). The solvent is C(C)O.O (ethanol water). Conditions: temperature 100 celsius. Product: C(CCC)C1=CNC2=CC=C(C=C12)C(=O)OCC (Ethyl 3-butyl-1H-indole-5-carboxylate). Isolated yield 7.1%. Reaction SMILES: Cl.[NH:2]([C:4]1[CH:14]=[CH:13][C:7]([C:8]([O:10][CH2:11][CH3:12])=[O:9])=[CH:6][CH:5]=1)N.[CH:15](=O)[CH2:16][CH2:17][CH2:18][CH2:19][CH3:20]>C(O)C.O>[CH2:17]([C:16]1[C:14]2[C:4](=[CH:5][CH:6]=[C:7]([C:8]([O:10][CH2:11][CH3:12])=[O:9])[CH:13]=2)[NH:2][CH:15]=1)[CH2:18][CH2:19][CH3:20] |f:0.1,3.4|. Procedure: To a mixture of ethyl 4-hydrazinobenzoate hydrochloride (10 gm) in ethanol:water (5:1 100 mL) was added hexanal (4.62 gm). The mixture was refluxed at 100° C. for 3 h. The solvents were removed and toluene (100 mL) and p-toluene sulfonic acid (0.1 g) were added. The mixture was refluxed at 120° C. for 18 h, cooled to room temperature and concentrated under reduced pressure. Column chromatography on silica gel (100 mL) using 90:9:1 (hexanes: methylene chloride: ethyl acetate) as eluent to give 0.... Reactants: CC(=O)OCC1=C(N2[C@@H]([C@@H](C2=O)N)SC1)C(=O)O (7-ACA), SC=1C=CC=2N(N1)C(NN2)=O (6-mercapto-2,3-dihydro-s-triazolo[4,3-b]pyridazin-3-one), C([O-])(O)=O.[Na+] (sodium bicarbonate), P(=O)([O-])([O-])[O-] (phosphate). Yields the product NC1[C@@H]2N(C(=C(CS2)CSC=2C=CC=3N(N2)C(NN3)=O)C(=O)O)C1=O (7-Amino-3-[2,3-dihydro-s-triazolo[4,3-b]pyridazin-3-one-6-ylthiomethyl]-3-cephem-4-carboxylic acid). RXN SMILES: CC(O[CH2:5][C:6]1[CH2:15][S:14][C@@H:9]2[C@H:10]([NH2:13])[C:11](=[O:12])[N:8]2[C:7]=1[C:16]([OH:18])=[O:17])=O.[SH:19][C:20]1[CH:21]=[CH:22][C:23]2[N:24]([C:26](=[O:29])[NH:27][N:28]=2)[N:25]=1.C(=O)(O)[O-].[Na+].P([O-])([O-])([O-])=O>>[NH2:13][CH:10]1[C:11](=[O:12])[N:8]2[C:7]([C:16]([OH:18])=[O:17])=[C:6]([CH2:5][S:19][C:20]3[CH:21]=[CH:22][C:23]4[N:24]([C:26](=[O:29])[NH:27][N:28]=4)[N:25]=3)[CH2:15][S:14][C@H:9]12 |f:2.3|. Procedure details: 7-ACA (1.36 g., 5 mmoles) was added at 50° C. to a solution of 6-mercapto-2,3-dihydro-s-triazolo[4,3-b]pyridazin-3-one (0.84 g., 5 mmoles) and sodium bicarbonate (0.84 g., 10 mmoles) in 20 ml. of 0.1 M phosphate buffer solution (pH 6.4) and the mixture was heated for 2 hours at 70° C. A small amount of insoluble material was removed by filtration and acidification of the filtrate to pH 5 with dil. HCl afforded the product 4e which was collected by filtration, washed with water (30 ml.) and dried... The reactants are FC=1C=C(C(=O)O)C=C(C1)C (3-fluoro-5-methylbenzoic acid), C([O-])([O-])=O.[K+].[K+] (Potassium carbonate), CI (Methyl iodide), CI (Methyl iodide). Run in CC(=O)C (Acetone). Conditions: temperature 65 celsius, time 8 hour. Product: FC=1C=C(C(=O)OC)C=C(C1)C (methyl 3-fluoro-5-methylbenzoate). RXN SMILES: [F:1][C:2]1[CH:3]=[C:4]([CH:8]=[C:9]([CH3:11])[CH:10]=1)[C:5]([OH:7])=[O:6].[C:12](=O)([O-])[O-].[K+].[K+].CI>CC(C)=O>[F:1][C:2]1[CH:3]=[C:4]([CH:8]=[C:9]([CH3:11])[CH:10]=1)[C:5]([O:7][CH3:12])=[O:6] |f:1.2.3|. Reported procedure: To a solution of 3-fluoro-5-methylbenzoic acid (1.50 g, 9.73 mmol, Oakwood) in Acetone (40 mL) was added Potassium carbonate (1.34 g, 9.73 mmol) followed by Methyl iodide (0.73 mL, 12 mmol). The reaction mixture was heated to 65° C. for 1 hour, heating discontinued and stirred overnight, then heating resumed at that temperature for a further 2 hours. Additional Methyl iodide (0.5 mL, 8 mmol) was added and heating was continued for 6 hours. Solids were removed by filtration and acetone was remove... Starting materials: C(C1=CC=CC=C1)OC(=O)C1CNCCCC1 (3-benzyloxycarbonylperhydroazepine), BrCC(=O)OC (methvl bromoacetate). Reagents/catalysts: [Ag]=O (silver oxide). Run in C1=CC=CC=C1 (benzene). Product: COC(=O)CN1CC(CCCC1)C(=O)OCC1=CC=CC=C1 (1-methoxycarbonylmethyl-3-benzyloxycarbonylperhydroazepine). RXN SMILES: [CH2:1]([O:8][C:9]([CH:11]1[CH2:17][CH2:16][CH2:15][CH2:14][NH:13][CH2:12]1)=[O:10])[C:2]1[CH:7]=[CH:6][CH:5]=[CH:4][CH:3]=1.Br[CH2:19][C:20]([O:22][CH3:23])=[O:21]>C1C=CC=CC=1.[Ag]=O>[CH3:23][O:22][C:20]([CH2:19][N:13]1[CH2:14][CH2:15][CH2:16][CH2:17][CH:11]([C:9]([O:8][CH2:1][C:2]2[CH:3]=[CH:4][CH:5]=[CH:6][CH:7]=2)=[O:10])[CH2:12]1)=[O:21]. Procedure: To a solution of 1.46 g 3-benzyloxycarbonylperhydroazepine and 1.06 g methvl bromoacetate in 30 ml benzene add 1.06 g silver oxide. Stir the reaction in the dark for 24 hr., filter and concentrate the filtrate in vacuo. Dissolve the residue in HCl (pH 1.5) and wash the solution with ether. Make the aqueous phase to pH 12 and extract with ethyl acetate. Dry and concentrate the extracts to obtain 1-methoxycarbonylmethyl-3-benzyloxycarbonylperhydroazepine. NMR (CDCl3, TMS)-δ 1.8 ;(m, 6H); δ 2.8 (m,...